Dataset: the Open Reaction Database (ORD), a public repository of structured organic reaction records. Task: describe an organic reaction: reactants, conditions, products, and yield The reactants are ClCCl, C[N+]1([O-])CCOCC1, CCC[N+](CCC)(CCC)CCC, CCC(C)(C)C1CCC2C(O)CCCC21C, O=[Ru](=O)(=O)[O-]. Product: CCC(C)(C)C1CCC2C(=O)CCCC21C. RXN SMILES: [CH2:25]([Cl:26])[Cl:27].[CH3:1][N+:2]1([O-:3])[CH2:4][CH2:5][O:6][CH2:7][CH2:8]1.[CH3:28][CH2:29][CH2:30][N+:31]([CH2:32][CH2:33][CH3:34])([CH2:35][CH2:36][CH3:37])[CH2:38][CH2:39][CH3:40].[CH3:9][C:10]([CH2:11][CH3:12])([CH3:13])[CH:14]1[CH2:15][CH2:16][CH:17]2[CH:18]([OH:24])[CH2:19][CH2:20][CH2:21][C:22]12[CH3:23].[O:41]=[Ru:42](=[O:43])([O-:44])=[O:45]>>[CH3:9][C:10]([CH2:11][CH3:12])([CH3:13])[CH:14]1[CH2:15][CH2:16][CH:17]2[C:18](=[O:24])[CH2:19][CH2:20][CH2:21][C:22]12[CH3:23]. Reactants: FC(CN1N=C(CC1=O)C(=O)OCC)(F)F (1-(2',2',2'-trifluoroethyl)-3-carbethoxy-2-pyrazolin-5-one), Cl (hydrochloric acid). Solvent: [OH-].[Na+] (sodium hydroxide). Reaction conditions: time 8 hour. Product: FC(CN1N=C(CC1=O)C(=O)O)(F)F (1-(2',2',2'-trifluoroethyl)-3-carboxy-2-pyrazolin-5-one). Reaction SMILES: [F:1][C:2]([F:16])([F:15])[CH2:3][N:4]1[C:8](=[O:9])[CH2:7][C:6]([C:10]([O:12]CC)=[O:11])=[N:5]1.Cl>[OH-].[Na+]>[F:16][C:2]([F:1])([F:15])[CH2:3][N:4]1[C:8](=[O:9])[CH2:7][C:6]([C:10]([OH:12])=[O:11])=[N:5]1 |f:2.3|. Reported procedure: 0.38 Mole (100 g) of 1-(2',2',2'-trifluoroethyl)-3-carbethoxy-2-pyrazolin-5-one were stirred for 1 hour at 90°-95° C. in 900 ml of 1 N sodium hydroxide. The mixture was acidified to pH 1 with concentrated hydrochloric acid and left standing overnight. The precipitate formed was filtered off and rinsed with water Reactants: S1CCC(C2=CC=CC=C12)=O (thiochroman-4-one), C(C)OC(C(=O)OCC)=O (diethyloxalate), [O-]CC.[Na+] (sodium ethoxide), CCO (EtOH). The solvent is C1(=CC=CC=C1)C (toluene), C1(=CC=CC=C1)C (toluene). Reaction conditions: time 8 hour. Yields the product O=C(C(=O)OCC)C1CSC2=CC=CC=C2C1=O (Ethyl oxo(4-oxo-3,4-dihydro-2H-thiochromen-3-yl)acetate). Isolated yield 97.9%. RXN SMILES: C(O[C:4](=[O:10])[C:5]([O:7][CH2:8][CH3:9])=[O:6])C.[O-]CC.[Na+].CCO.[S:18]1[C:27]2[C:22](=[CH:23][CH:24]=[CH:25][CH:26]=2)[C:21](=[O:28])[CH2:20][CH2:19]1>C1(C)C=CC=CC=1>[O:10]=[C:4]([CH:20]1[C:21](=[O:28])[C:22]2[C:27](=[CH:26][CH:25]=[CH:24][CH:23]=2)[S:18][CH2:19]1)[C:5]([O:7][CH2:8][CH3:9])=[O:6] |f:1.2|. Reported procedure: A solution of diethyloxalate (30.9 mL; 228.34 mmol; 1.5 eq.) in toluene (250 mL) is added dropwise at 0° C. to a solution of sodium ethoxide 21% w/w in EtOH (9.87 g; 182.67 mmol; 2 eq.). A solution of thiochroman-4-one (25 g; 152.23 mmol; 1 eq.) in toluene (250 mL) is added dropwise at 0° C. and the reaction mixture is allowed to warm up to rt. After overnight stirring, the solvent is removed and DCM (200 mL) and water (200 ml) are added. The aqueous phase is washed with DCM then acidified to pH... The reactants are NC1=C(C=CC=C1)N1N=CC(=C1O)C(=O)OCC (1-(2-aminophenyl)-5-hydroxy-1H-pyrazole-4-carboxylic acid, ethyl ester), C(=S)(N1C=NC=C1)N1C=NC=C1 (1,1'-thiocarbonyl-bis-[1H-imidazole]). Solvent: O1CCCC1 (tetrahydrofuran). Yields the product O=C1C(=CN2N1C1=C(NC2=S)C=CC=C1)C(=O)OCC (5,6-dihydro-1-oxo-5-thioxo-1H-pyrazolo[1,2-a][1,2,4]benzotriazine-2-carboxylic acid, ethyl ester). Yield: 84.8%. As a reaction SMILES: [NH2:1][C:2]1[CH:7]=[CH:6][CH:5]=[CH:4][C:3]=1[N:8]1[C:12]([OH:13])=[C:11]([C:14]([O:16][CH2:17][CH3:18])=[O:15])[CH:10]=[N:9]1.[C:19](N1C=CN=C1)(N1C=CN=C1)=[S:20]>O1CCCC1>[O:13]=[C:12]1[N:8]2[C:3]3[CH:4]=[CH:5][CH:6]=[CH:7][C:2]=3[NH:1][C:19](=[S:20])[N:9]2[CH:10]=[C:11]1[C:14]([O:16][CH2:17][CH3:18])=[O:15]. Reported procedure: 2.47 g 1-(2-aminophenyl)-5-hydroxy-1H-pyrazole-4-carboxylic acid, ethyl ester and 1.78 g 1,1'-thiocarbonyl-bis-[1H-imidazole] are dissolved in 50 ml tetrahydrofuran and heated for 8 hours. The residue, after distilling off the solvent, is recrystallized from dimethylformamide to yield 2.45 g of 5,6-dihydro-1-oxo-5-thioxo-1H-pyrazolo[1,2-a][1,2,4]benzotriazine-2-carboxylic acid, ethyl ester having a melting point of 277°-282° C.; yellow needles. Reactants: CCOCC (ether), NC1=C(C(=NN1C1=C(C=C(C=C1Cl)C(F)(F)F)Cl)C#N)I (5-amino-3-cyano-1-(2,6-dichloro-4-trifluoromethylphenyl)-4-iodopyrazole), C(O)([O-])=O.[Na+] (sodium hydrogen carbonate), FC1=CC=C(C=C1)B(O)O (4-fluorophenylboronic acid). The reagents and catalysts are C=1C=CC(=CC1)[P](C=2C=CC=CC2)(C=3C=CC=CC3)[Pd]([P](C=4C=CC=CC4)(C=5C=CC=CC5)C=6C=CC=CC6)([P](C=7C=CC=CC7)(C=8C=CC=CC8)C=9C=CC=CC9)[P](C=1C=CC=CC1)(C=1C=CC=CC1)C=1C=CC=CC1 (tetrakis(triphenylphosphine)palladium(0)). Run in O (water), C1(=CC=CC=C1)C (toluene), C(C)O (ethanol). Reaction conditions: time 8 hour. Product: NC1=C(C(=NN1C1=C(C=C(C=C1Cl)C(F)(F)F)Cl)C#N)C1=CC=C(C=C1)F (5-Amino-3-cyano-1-(2,6-dichloro-4-trifluoromethylphenyl)-4-(4-fluorophenyl)pyrazole). RXN SMILES: [NH2:1][C:2]1[N:6]([C:7]2[C:12]([Cl:13])=[CH:11][C:10]([C:14]([F:17])([F:16])[F:15])=[CH:9][C:8]=2[Cl:18])[N:5]=[C:4]([C:19]#[N:20])[C:3]=1I.C(=O)([O-])O.[Na+].[F:27][C:28]1[CH:33]=[CH:32][C:31](B(O)O)=[CH:30][CH:29]=1.CCOCC>C1(C)C=CC=CC=1.C(O)C.C1C=CC([P]([Pd]([P](C2C=CC=CC=2)(C2C=CC=CC=2)C2C=CC=CC=2)([P](C2C=CC=CC=2)(C2C=CC=CC=2)C2C=CC=CC=2)[P](C2C=CC=CC=2)(C2C=CC=CC=2)C2C=CC=CC=2)(C2C=CC=CC=2)C2C=CC=CC=2)=CC=1.O>[NH2:1][C:2]1[N:6]([C:7]2[C:12]([Cl:13])=[CH:11][C:10]([C:14]([F:17])([F:16])[F:15])=[CH:9][C:8]=2[Cl:18])[N:5]=[C:4]([C:19]#[N:20])[C:3]=1[C:31]1[CH:32]=[CH:33][C:28]([F:27])=[CH:29][CH:30]=1 |f:1.2,^1:55,57,76,95|. Procedure details: To a rapidly stirred solution of 5-amino-3-cyano-1-(2,6-dichloro-4-trifluoromethylphenyl)-4-iodopyrazole (0.25 g) in toluene (2 ml) containing tetrakis(triphenylphosphine)palladium(0) (0.02 g) was added saturated aqueous sodium hydrogen carbonate solution (1 ml) and a solution of 4-fluorophenylboronic acid (0.17 g) in ethanol (1 ml). The mixture was heated under reflux for 1 hour, then left at room temperature overnight and then poured into ether (25 ml) and water (25 ml). The organic layer was ... The reactants are BrCc1ccccc1, CCO, COc1cc2c(cc1OC)C(C(CO)CO)=NCC2. Yields the product [Br-], COc1cc2c(cc1OC)C(C(CO)CO)=[N+](Cc1ccccc1)CC2. As a reaction SMILES: [Br:20][CH2:21][c:22]1[cH:23][cH:24][cH:25][cH:26][cH:27]1.[CH3:28][CH2:29][OH:30].[OH:1][CH2:2][CH:3]([C:4]1=[N:5][CH2:6][CH2:7][c:8]2[cH:9][c:10]([O:16][CH3:17])[c:11]([O:14][CH3:15])[cH:12][c:13]21)[CH2:18][OH:19]>>[Br-:20].[OH:1][CH2:2][CH:3]([C:4]1=[N+:5]([CH2:21][c:22]2[cH:23][cH:24][cH:25][cH:26][cH:27]2)[CH2:6][CH2:7][c:8]2[cH:9][c:10]([O:16][CH3:17])[c:11]([O:14][CH3:15])[cH:12][c:13]21)[CH2:18][OH:19].